From a dataset of the Open Reaction Database (ORD), a public repository of structured organic reaction records. describe an organic reaction: reactants, conditions, products, and yield The reactants are CCOC(=O)CC(Cc1nc(C(=O)NCCNc2ccccn2)co1)c1ccccc1, C1CCOC1, [Li+], [OH-], O. Yields the product O=C(O)CC(Cc1nc(C(=O)NCCNc2ccccn2)co1)c1ccccc1. RXN SMILES: [CH2:1]([CH3:2])[O:3][C:4]([CH2:5][CH:6]([CH2:7][c:8]1[o:9][cH:10][c:11]([C:13](=[O:14])[NH:15][CH2:16][CH2:17][NH:18][c:19]2[n:20][cH:21][cH:22][cH:23][cH:24]2)[n:12]1)[c:25]1[cH:26][cH:27][cH:28][cH:29][cH:30]1)=[O:31].[CH2:34]1[O:35][CH2:36][CH2:37][CH2:38]1.[Li+:33].[OH-:32].[OH2:39]>>[O:3]=[C:4]([CH2:5][CH:6]([CH2:7][c:8]1[o:9][cH:10][c:11]([C:13](=[O:14])[NH:15][CH2:16][CH2:17][NH:18][c:19]2[n:20][cH:21][cH:22][cH:23][cH:24]2)[n:12]1)[c:25]1[cH:26][cH:27][cH:28][cH:29][cH:30]1)[OH:31]. Reactants: Cn1[nH]c(=O)[nH]c1=O, CS(C)=O, COC(=O)c1ccc(CCl)cc1. Product: COC(=O)c1ccc(Cn2c(=O)[nH]n(C)c2=O)cc1. As a reaction SMILES: [CH3:1][n:2]1[nH:3][c:4](=[O:8])[nH:5][c:6]1=[O:7].[CH3:21][S:22]([CH3:23])=[O:24].[CH3:9][O:10][C:11]([c:12]1[cH:13][cH:14][c:15]([CH2:18][Cl:19])[cH:16][cH:17]1)=[O:20]>>[CH3:1][n:2]1[nH:3][c:4](=[O:8])[n:5]([CH2:18][c:15]2[cH:14][cH:13][c:12]([C:11]([O:10][CH3:9])=[O:20])[cH:17][cH:16]2)[c:6]1=[O:7]. The reactants are C1(=CC=CC=C1)C(N)C1=CC=CC=C1 (Diphenylmethanamine), ClCC1(OC1)C (2-(chloromethyl)-2-methyloxirane). The solvent is CO (methanol). Conditions: time 72 hour. Yields the product C(C1=CC=CC=C1)(C1=CC=CC=C1)N1CC(C1)(O)C (1-benzhydryl-3-methyl-azetidin-3-ol). Yield: 63.2%. Reaction SMILES: [C:1]1([CH:7]([C:9]2[CH:14]=[CH:13][CH:12]=[CH:11][CH:10]=2)[NH2:8])[CH:6]=[CH:5][CH:4]=[CH:3][CH:2]=1.Cl[CH2:16][C:17]1([CH3:20])[CH2:19][O:18]1>CO>[CH:7]([N:8]1[CH2:19][C:17]([CH3:20])([OH:18])[CH2:16]1)([C:1]1[CH:2]=[CH:3][CH:4]=[CH:5][CH:6]=1)[C:9]1[CH:10]=[CH:11][CH:12]=[CH:13][CH:14]=1. Reported procedure: Diphenylmethanamine (68.8 mL, 375 mmol) was added dropwise into a solution of 2-(chloromethyl)-2-methyloxirane (40 g, 375 mmol) in methanol (160 mL) and the reaction was stirred at rt for 72 h and then at reflux for 20 h. The reaction was cooled to ambient temperature, evaporated in vacuo and suspended in acetone (200 mL). The solid was collected by filtration to give 1-benzhydryl-3-methyl-azetidin-3-ol (60 g, 63%) as a white solid. 1H NMR (DMSO-d6, 400 MHz): δ7.61 (m, 4H), 7.31 (m, 6H), 6.43 (m... Reactants: COC(=O)c1c(O)c2ncccc2n(CCN(C)C(=O)OCc2ccccc2)c1=O, CO, CCN(C(C)C)C(C)C, [Cl-], CS(=O)(=O)c1cc(F)ccc1C[NH3+]. Yields the product CN(CCn1c(=O)c(C(=O)NCc2ccc(F)cc2S(C)(=O)=O)c(O)c2ncccc21)C(=O)OCc1ccccc1. Reaction SMILES: [CH2:1]([c:2]1[cH:3][cH:4][cH:5][cH:6][cH:7]1)[O:8][C:9](=[O:10])[N:11]([CH2:12][CH2:13][n:14]1[c:15](=[O:29])[c:16]([C:25](=[O:26])[O:27][CH3:28])[c:17]([OH:24])[c:18]2[n:19][cH:20][cH:21][cH:22][c:23]12)[CH3:30].[CH3:54][OH:55].[CH:31]([N:32]([CH2:33][CH3:34])[CH:35]([CH3:36])[CH3:37])([CH3:38])[CH3:39].[Cl-:40].[F:41][c:42]1[cH:43][c:44]([S:50](=[O:51])(=[O:52])[CH3:53])[c:45]([CH2:48][NH3+:49])[cH:46][cH:47]1>>[CH2:1]([c:2]1[cH:3][cH:4][cH:5][cH:6][cH:7]1)[O:8][C:9](=[O:10])[N:11]([CH2:12][CH2:13][n:14]1[c:15](=[O:29])[c:16]([C:25](=[O:26])[NH:49][CH2:48][c:45]2[c:44]([S:50](=[O:51])(=[O:52])[CH3:53])[cH:43][c:42]([F:41])[cH:47][cH:46]2)[c:17]([OH:24])[c:18]2[n:19][cH:20][cH:21][cH:22][c:23]12)[CH3:30]. Reactants: CC(=O)[O-], COCC(=O)CC(=O)OC, CCO, Cl, Nc1cc2c(cc1F)OC(F)(F)C(F)(F)O2, O=N[O-], [Na+], [Na+], O. Product: COCC(=O)C(=NNc1cc2c(cc1F)OC(F)(F)C(F)(F)O2)C(=O)OC. Reaction SMILES: [C:31]([O-:32])(=[O:33])[CH3:34].[CH3:21][O:22][CH2:23][C:24]([CH2:25][C:26](=[O:27])[O:28][CH3:29])=[O:30].[CH3:38][CH2:39][OH:40].[ClH:36].[F:1][C:2]1([F:16])[C:3]([F:14])([F:15])[O:4][c:5]2[c:6]([cH:8][c:9]([F:13])[c:10]([NH2:12])[cH:11]2)[O:7]1.[N:17]([O-:18])=[O:19].[Na+:20].[Na+:35].[OH2:37]>>[F:1][C:2]1([F:16])[C:3]([F:14])([F:15])[O:4][c:5]2[c:6]([cH:8][c:9]([F:13])[c:10]([NH:12][N:17]=[C:25]([C:24]([CH2:23][O:22][CH3:21])=[O:30])[C:26](=[O:27])[O:28][CH3:29])[cH:11]2)[O:7]1. Reactants: C1(CC1)CC(C#N)(C=1C=NC=NC1)C (3-cyclopropyl-2-methyl-2-(pyrimidin-5-yl)propanenitrile), C(=O)(C(F)(F)F)O (TFA), C(C)(C)(C)OO (t-BuOOH), C(=O)(O)[O-].[Na+] (NaHCO3), C(C)(C)(C)OO (t-BuOOH). The solvent is C(Cl)Cl (DCM), O (H2O). Conditions: time 8 hour. The product is C1(CC1)CC(C#N)(C)C=1C=NC(=NC1)C(F)F (3-cyclopropyl-2-(2-(difluoromethyl)pyrimidin-5-yl)-2-methylpropanenitrile). The yield is 34.6%. RXN SMILES: [CH:1]1([CH2:4][C:5]([CH3:14])([C:8]2[CH:9]=[N:10][CH:11]=[N:12][CH:13]=2)[C:6]#[N:7])[CH2:3][CH2:2]1.C(O)([C:17](F)([F:19])[F:18])=O.C(OO)(C)(C)C.C([O-])(O)=O.[Na+]>C(Cl)Cl.O>[CH:1]1([CH2:4][C:5]([C:8]2[CH:9]=[N:10][C:11]([CH:17]([F:19])[F:18])=[N:12][CH:13]=2)([CH3:14])[C:6]#[N:7])[CH2:3][CH2:2]1 |f:3.4|. Procedure: To a solution of 3-cyclopropyl-2-methyl-2-(pyrimidin-5-yl)propanenitrile (2.5 g, 13.4 mmol) and DMFS (7.8 g, 26.7 mmol) in DCM (40 ml) and H2O (12 ml) at room temperature was added TFA (1.5 g, 13.4 mmol) followed by slow addition of t-BuOOH (8.6 g, 67 mmol) with vigorous stirring. The reaction mixture was stirred at room temperature overnight. To the reaction mixture was added additional DMFS (7.8 g, 26.7 mmol) and t-BuOOH (8.6 g, 67 mmol). The reaction mixture was stirred at room temperature ov...